From a dataset of the Open Reaction Database (ORD), a public repository of structured organic reaction records. describe an organic reaction: reactants, conditions, products, and yield The reactants are C(C)OC(=O)C=1OC2=C(C(=CC=C2C(C1)=O)NC(C(F)(F)F)=O)CC=C (8-allyl-4-oxo-7-(2,2,2-trifluoro-acetylamino)-4H-chromene-2-carboxylic acid ethyl ester). The reagents and catalysts are [Pd](Cl)Cl.C(C)#N.C(C)#N (bis(acetonitrile) palladium (II) chloride). Run in C(Cl)Cl (methylene chloride). The product is C(C)OC(=O)C=1OC2=C(C(=CC=C2C(C1)=O)NC(C(F)(F)F)=O)C=CC (4-Oxo-8-propenyl-7-(2,2,2-trifluoro-acetylamino)-4H-chromene-2-carboxylic acid ethyl ester). The yield is 88.0%. Reaction SMILES: [CH2:1]([O:3][C:4]([C:6]1[O:7][C:8]2[C:13]([C:14](=[O:16])[CH:15]=1)=[CH:12][CH:11]=[C:10]([NH:17][C:18](=[O:23])[C:19]([F:22])([F:21])[F:20])[C:9]=2[CH2:24][CH:25]=[CH2:26])=[O:5])[CH3:2]>C(Cl)Cl.[Pd](Cl)Cl.C(#N)C.C(#N)C>[CH2:1]([O:3][C:4]([C:6]1[O:7][C:8]2[C:13]([C:14](=[O:16])[CH:15]=1)=[CH:12][CH:11]=[C:10]([NH:17][C:18](=[O:23])[C:19]([F:20])([F:21])[F:22])[C:9]=2[CH:24]=[CH:25][CH3:26])=[O:5])[CH3:2] |f:2.3.4|. Procedure details: To 8-allyl-4-oxo-7-(2,2,2-trifluoro-acetylamino)-4H-chromene-2-carboxylic acid ethyl ester (12.2 g, 32 mmole) in 500 mL of methylene chloride was added 1.5 g (5.8 mmole) of bis(acetonitrile) palladium (II) chloride. The mixture was refluxed under nitrogen for 24 hours. Upon cooling to room temperature, the mixture was filtered through 75 g of silica gel, with additional methylene chloride as needed to fully elute the product. Concentration in vacuum gave 10.4 g of the title compound as a yellow ... Starting materials: Cl (HCl), [OH-].[Na+] (sodium hydroxide), [Al].[Li] (lithium aluminum), O1C2=C(C=C1)C=CC=C2N2CCN(CC2)C(=O)C2CC2 (1-(benzo[b]furan-7-yl)-4-(cyclopropylcarbonyl)piperazine). Run in O (water), O1CCCC1 (tetrahydrofuran). The product is Cl.O1C2=C(C=C1)C=CC=C2N2CCN(CC2)CC2CC2 (1-(Benzo[b]furan-7-yl)-4-(cyclopropylmethyl)piperazine hydrochloride). Reaction SMILES: [Al].[Li].[O:3]1[CH:7]=[CH:6][C:5]2[CH:8]=[CH:9][CH:10]=[C:11]([N:12]3[CH2:17][CH2:16][N:15]([C:18]([CH:20]4[CH2:22][CH2:21]4)=O)[CH2:14][CH2:13]3)[C:4]1=2.[OH-].[Na+].[ClH:25]>O1CCCC1.O>[ClH:25].[O:3]1[CH:7]=[CH:6][C:5]2[CH:8]=[CH:9][CH:10]=[C:11]([N:12]3[CH2:13][CH2:14][N:15]([CH2:18][CH:20]4[CH2:21][CH2:22]4)[CH2:16][CH2:17]3)[C:4]1=2 |f:0.1,3.4,8.9,^1:1|. Procedure: 0.28 g Of lithium aluminum hydide were added in small portions to a solution of 5.8 mmol (1.56 g) of 1-(benzo[b]furan-7-yl)-4-(cyclopropylcarbonyl)piperazine in 30 ml of dry tetrahydrofuran. The mixture was stirred until the formation of gas stopped. After adding of 5 ml of water and 50 ml of 2N sodium hydroxide the reaction mixture was extracted and the organic layers were evaporated. Chromatographic purification on silica gel resulted in 1.0 g of a viscous substance, which was converted into t... The reactants are P(=O)(Cl)(Cl)Cl (phosphorus oxychloride), P(=O)(Cl)(Cl)Cl (phosphorus oxychloride), C(COCCO)O (diethylene glycol). Conditions: temperature 30 celsius. Yields the product P(=O)(Cl)(Cl)OCCOCCOP(=O)(Cl)Cl (Diethylene Glycol Bis-phosphorodichloridate). As a reaction SMILES: [P:1]([Cl:5])(Cl)([Cl:3])=[O:2].[CH2:6]([OH:12])[CH2:7][O:8][CH2:9][CH2:10][OH:11]>>[P:1]([O:12][CH2:6][CH2:7][O:8][CH2:9][CH2:10][O:11][P:1]([Cl:5])([Cl:3])=[O:2])([Cl:5])([Cl:3])=[O:2]. Procedure: In a one liter flask, fitted with a mechanical stirrer, thermometer and reflux condenser are placed 307 gms. (2.0 moles) phosphorus oxychloride. The phosphorus oxychloride is cooled to 14° to 15°C. and 106 gms. (1.0 moles) of diethylene glycol is added over a period of 2 to 3 hours. Residual phosphorus oxychloride is removed. The product recovered is diethylene glycol bis-phosphorodichloridate. The temperature of the reaction mixture is then raised to 30°C. for about one hour. Reactants: SH1001, BP-1736, N1C=CC2=CC=CC=C12 (indole), NCC(=O)O (glycine), C=O (formalin), [Cl-].[K+] (KCl), N (ammonia), N1C=CC2=CC=CC=C12 (Indole), N1C=CC2=CC=CC=C12 (indole). Run in O (water), reaction solution, C1CCOC1 (THF). Conditions: temperature 30 celsius. The product is N[C@@H](CC1=CNC2=CC=CC=C12)C(=O)O (L-tryptophan). Reaction SMILES: [NH:1]1[C:9]2[C:4](=[CH:5][CH:6]=[CH:7][CH:8]=2)[CH:3]=[CH:2]1.[NH2:10][CH2:11][C:12]([OH:14])=[O:13].[CH2:15]=O.[Cl-].[K+].N>O.C1COCC1>[NH2:10][C@H:11]([C:12]([OH:14])=[O:13])[CH2:15][C:3]1[C:4]2[C:9](=[CH:8][CH:7]=[CH:6][CH:5]=2)[NH:1][CH:2]=1 |f:3.4|. Procedure: A 100 g of the frozen cells of Escherichia coli K-12 SH1001 prepared in Preparation Example 2 and 100 g of the frozen cells of Escherichia coli K-12 YK3005 (FERM BP-1736) prepared in Preparation Example 4 were suspended in 500 ml of the reaction solution (adjusted to pH 9.5 with 25% ammonia)containing 0.1 g of indole, 7.5 g of glycine, 1.6 g of formalin (formaldehyde content: 37%), 100 mg of PLP, 1.0 g of THF and 3.8 g of KCl, and then water was added to the suspension to make its total amount 1... Starting materials: C(C)(C)(C)OC(=O)N1CCN(CC1)C1=CC=C2C(C3=NC4=CC=CC=C4C(N3C2=C1)=O)=O (9-(4-t-Butyloxycarbonylpiperazinyl)indolo[2,1-b]quinazoline-6,12-dione), FC(C(=O)O)(F)F (trifluoroacetic acid), C([O-])(O)=O.[Na+] (sodium bicarbonate). Solvent: CO (methanol), C(Cl)Cl (methylene chloride), C(Cl)Cl (methylene chloride). Run at time 30 minute. Product: N1(CCNCC1)C1=CC=C2C(C3=NC4=CC=CC=C4C(N3C2=C1)=O)=O (9-piperazinylindolo[2,1-b]quinazoline-6,12-dione). Yield: 7.8%. As a reaction SMILES: C(OC([N:8]1[CH2:13][CH2:12][N:11]([C:14]2[CH:30]=[C:29]3[C:17]([C:18](=[O:32])[C:19]4[N:28]3[C:27](=[O:31])[C:26]3[C:21](=[CH:22][CH:23]=[CH:24][CH:25]=3)[N:20]=4)=[CH:16][CH:15]=2)[CH2:10][CH2:9]1)=O)(C)(C)C.FC(F)(F)C(O)=O.C(=O)(O)[O-].[Na+]>C(Cl)Cl.CO>[N:11]1([C:14]2[CH:30]=[C:29]3[C:17]([C:18](=[O:32])[C:19]4[N:28]3[C:27](=[O:31])[C:26]3[C:21](=[CH:22][CH:23]=[CH:24][CH:25]=3)[N:20]=4)=[CH:16][CH:15]=2)[CH2:12][CH2:13][NH:8][CH2:9][CH2:10]1 |f:2.3|. Procedure details: To a solution of 9-(4-t-butyloxycarbonylpiperazinyl)indolo[2,1-b]quinazoline-6,12-dione (Example 52, 40 mg, 925 μmol) in 1 mL of methylene chloride was added 1 mL of trifluoroacetic acid (TFA). After 30 min, saturated sodium bicarbonate was added. The aqueous layer was separated and extracted with 3×50 mL of chloroform, dried over anhydrous sodium sulfate, filtered and solvent removed in vacuo to give 37 mg of crude product. Silica gel chromatorgraphy using (95:5) methylene chloride:methanol as ... The reactants are C1(=CC=CC=C1)P(C1=CC=CC=C1)C1=CC=CC=C1 (triphenylphosphine), ice, N(=NC(=O)OC(C)C)C(=O)OC(C)C (diisopropyl azodicarboxylate), OC(CCN(C(OC(C)(C)C)=O)C)CCC ((3-hydroxyhexyl)methylcarbamic acid, 1,1-dimethylethyl ester), S1C(=CC=C1)CC(=O)O (thiolacetic acid). Run in O1CCCC1 (tetrahydrofuran), O1CCCC1 (tetrahydrofuran). Conditions: temperature 0 celsius, time 0.5 hour. Product: C(C)(=O)SC(CCN(C(OC(C)(C)C)=O)C)CCC ([3-(Acetylthio)-hexyl]methylcarbamic acid, 1,1-dimethylethyl ester). The yield is 83.3%. Reaction SMILES: C1(P(C2C=CC=CC=2)C2C=CC=CC=2)C=CC=CC=1.N(C(OC(C)C)=O)=NC([O:24][CH:25]([CH3:27])C)=O.O[CH:35]([CH2:47][CH2:48][CH3:49])[CH2:36][CH2:37][N:38]([CH3:46])[C:39](=[O:45])[O:40][C:41]([CH3:44])([CH3:43])[CH3:42].[S:50]1C=CC=C1CC(O)=O>O1CCCC1>[C:25]([S:50][CH:35]([CH2:47][CH2:48][CH3:49])[CH2:36][CH2:37][N:38]([CH3:46])[C:39](=[O:45])[O:40][C:41]([CH3:44])([CH3:43])[CH3:42])(=[O:24])[CH3:27]. Procedure: To an ice-cooled stirred solution of triphenylphosphine (25.0 g, 95.4 mmol) in tetrahydrofuran (450 ml) under nitrogen was added dropwise diisopropyl azodicarboxylate (19 ml, 93.3 mmol). After 0.5 h, a solution of (3-hydroxyhexyl)methylcarbamic acid, 1,1-dimethylethyl ester (11.5 g, 49.8 mmol) and thiolacetic acid (6.8 ml, 95.2 mmol) in tetrahydrofuran (50 ml) was added slowly. The resulting mixture was stirred at 0° C. for 1 h, then allowed to warm to room temperature and stir overnight. The mi... Reactants: C(C)#N (acetonitrile), C(C)(=O)O (acetic acid), C1CCOC1 (THF), C(#N)CCC=1C=CC=C2CCN(C12)CC1=CC(=CC=C1)\C=C\C1=NC2=CC(=CC=C2C=C1)Cl (7-(2-cyanoethyl)-1-[3-[2-E-(7-chloroquinolin-2-yl)ethenyl]benzyl]-2,3-dihydroindole), C(CCC)[Sn](CCCC)(CCCC)N=[N+]=[N-] (tri-n-butyltin azide). Conditions: time 3.5 hour. The product is ClC1=CC=C2C=CC(=NC2=C1)/C=C/C=1C=C(CN2CCC3=CC=CC(=C23)CCC2=NN=NN2)C=CC1 (5-[2-[1-[3-[2-E-(7-Chloroquinolin-2-yl)ethenyl]benzyl]-2,3-dihydroindol-7-yl]ethyl]-1H-tetrazole). Isolated yield 36.0%. As a reaction SMILES: [C:1]([CH2:3][CH2:4][C:5]1[CH:6]=[CH:7][CH:8]=[C:9]2[C:13]=1[N:12]([CH2:14][C:15]1[CH:20]=[CH:19][CH:18]=[C:17](/[CH:21]=[CH:22]/[C:23]3[CH:32]=[CH:31][C:30]4[C:25](=[CH:26][C:27]([Cl:33])=[CH:28][CH:29]=4)[N:24]=3)[CH:16]=1)[CH2:11][CH2:10]2)#[N:2].C(#N)C.C(O)(=O)C.C1COCC1.C([Sn]([N:59]=[N+:60]=[N-:61])(CCCC)CCCC)CCC>>[Cl:33][C:27]1[CH:26]=[C:25]2[C:30]([CH:31]=[CH:32][C:23](/[CH:22]=[CH:21]/[C:17]3[CH:16]=[C:15]([CH:20]=[CH:19][CH:18]=3)[CH2:14][N:12]3[C:13]4[C:9](=[CH:8][CH:7]=[CH:6][C:5]=4[CH2:4][CH2:3][C:1]4[NH:61][N:60]=[N:59][N:2]=4)[CH2:10][CH2:11]3)=[N:24]2)=[CH:29][CH:28]=1. Reported procedure: A solution of 7-(2-cyanoethyl)-1-[3-[2-E-(7-chloroquinolin-2-yl)ethenyl]benzyl]-2,3-dihydroindole (600 mg) in tri-n-butyltin azide (2.0 mL) was heated in an oil bath at 95° C. for 23 hours. To the cooled solution was added acetonitrile (50 mL), acetic acid (20 mL), and THF (10 mL). The resulting solution was stirred for 3.5 hours and washed with hexane. The hexane layer was separated and discarded. The resulting mixture was concentrated in vacuo and the residue chromatographed (silica gel, 2% me... Reactants: FC(C=O)(C1=CC=C(C=C1)Cl)F (difluoro-4-chlorophenylacetaldehyde), C(I)(I)I (iodoform), O (water). The reagents and catalysts are [Cl-].[Cl-].[Cr+2] (chromium(II) dichloride). Solvent: O1CCCC1 (tetrahydrofuran), O1CCCC1 (tetrahydrofuran). Run at temperature 0 celsius, time 3 hour. The product is FC(C=CI)(C1=CC=C(C=C1)Cl)F (1,1-difluoro-1-(4-chlorophenyl)-3-iodo-2-propene). Reaction SMILES: [F:1][C:2]([F:12])([C:5]1[CH:10]=[CH:9][C:8]([Cl:11])=[CH:7][CH:6]=1)[CH:3]=O.[CH:13](I)(I)[I:14].O>O1CCCC1.[Cl-].[Cl-].[Cr+2]>[F:1][C:2]([F:12])([C:5]1[CH:10]=[CH:9][C:8]([Cl:11])=[CH:7][CH:6]=1)[CH:3]=[CH:13][I:14] |f:4.5.6|. Procedure details: Under a nitrogen atmosphere, a stirred suspension of 29.5 grams (0.24 mole) of anhydrous chromium(II) dichloride in 400 mL of tetrahydrofuran is cooled to 0° C., and a solution of 7.6 grams (0.04 mole) of difluoro-4-chlorophenylacetaldehyde and 31.5 grams (0.08 mole) of iodoform in 200 mL of tetrahydrofuran is added dropwise. Upon completion of addition, the reaction mixture is stirred at 0° C. for three hours. After this time the reaction mixture is poured into about 1200 mL of water, and the m...